Dataset: the Open Reaction Database (ORD), a public repository of structured organic reaction records. Task: describe an organic reaction: reactants, conditions, products, and yield The reactants are Intermediate 10, COC(NC1=CC(=C(C=C1)C1=CC(=NC=C1)[C@H](CC=C)NC(=O)OC(C)(C)C)N)=O ({3-Amino-4-[2-((S)-1-tert-butoxycarbonylamino-but-3-enyl)-pyridin-4-yl]-phenyl}-carbamic acid methyl ester), N1=CC=CC=C1 (pyridine), C(CC)P1(OP(OP(O1)(=O)CCC)(=O)CCC)=O (T3P), CCOC(=O)C (EtOAc). Conditions: temperature -10 celsius. Yields the product C(C)(C)(C)OC(=O)N[C@@H](CC=C)C1=NC=CC(=C1)C1=C(C=C(C=C1)NC(OC)=O)NC([C@@H](C=C)C)=O (Methyl N-(4-{2-[(1S)-1-{[(tert-butoxy)carbonyl]amino}but-3-en-1-yl]pyridin-4-yl}-3-[(2R)-2-methylbut-3-enamido]phenyl)carbamate). The yield is 97.0%. RXN SMILES: [CH3:1][O:2][C:3](=[O:30])[NH:4][C:5]1[CH:10]=[CH:9][C:8]([C:11]2[CH:16]=[CH:15][N:14]=[C:13]([C@@H:17]([NH:21][C:22]([O:24][C:25]([CH3:28])([CH3:27])[CH3:26])=[O:23])[CH2:18][CH:19]=[CH2:20])[CH:12]=2)=[C:7]([NH2:29])[CH:6]=1.N1C=CC=C[CH:32]=1.C(P1(=O)OP(CCC)(=O)OP([CH2:51][CH2:52][CH3:53])(=O)O1)CC.C[CH2:56][O:57]C(C)=O>>[C:25]([O:24][C:22]([NH:21][C@H:17]([C:13]1[CH:12]=[C:11]([C:8]2[CH:9]=[CH:10][C:5]([NH:4][C:3](=[O:30])[O:2][CH3:1])=[CH:6][C:7]=2[NH:29][C:56](=[O:57])[C@H:52]([CH3:53])[CH:51]=[CH2:32])[CH:16]=[CH:15][N:14]=1)[CH2:18][CH:19]=[CH2:20])=[O:23])([CH3:26])([CH3:28])[CH3:27]. Procedure: Intermediate 10 (1.201 g, 12.00 mmol), 1F (3.3 g, 8.00 mmol), pyridine (1.937 ml, 24.00 mmol) in EtOAc (40.0 ml) was cooled down to −10° C. under Ar, T3P (50% wt in EtOAc) (9.52 ml, 16.00 mmol) was added dropwise and stirred at −10° C., then gradually warmed up to rt over night. The reaction mixture was washed with sat. aq. NaHCO3 twice, combined aqueous layer was back extracted with EtOAc. The combined EtOAc phases washed with brine, dried over MgSO4, filtered, concentrated. The crude product w... Product: ICC=1N=C(OC1C)C1=CC(=CC=C1)OC (4-iodomethyl-2-(3-methoxyphenyl)-5-methyloxazole). Starting materials: ICC=1N=C(OC1C1=CC=CC=C1)C=1C=C(C=CC1)C (4-iodomethyl-5-phenyl-2-m-tolyloxazole), C/C(=N\O)/C(=O)C (diacetylmonoxime), C(C1=CC(=CC=C1)OC)=O (m-anisaldehyde). Reaction SMILES: [I:1][CH2:2][C:3]1[N:4]=[C:5]([C:14]2[CH:15]=[C:16](C)[CH:17]=[CH:18][CH:19]=2)[O:6][C:7]=1[C:8]1C=CC=CC=1.C/C(/[C:25](C)=[O:26])=N\O.C(=O)C1C=CC=C(OC)C=1>>[I:1][CH2:2][C:3]1[N:4]=[C:5]([C:14]2[CH:19]=[CH:18][CH:17]=[C:16]([O:26][CH3:25])[CH:15]=2)[O:6][C:7]=1[CH3:8]. Procedure details: Analogous to the building block synthesis of 4-iodomethyl-5-phenyl-2-m-tolyloxazole, diacetylmonoxime and m-anisaldehyde gave 4-iodomethyl-2-(3-methoxyphenyl)-5-methyloxazole.